Dataset: the Open Reaction Database (ORD), a public repository of structured organic reaction records. Task: describe an organic reaction: reactants, conditions, products, and yield Starting materials: ClC1=C(C#N)C=CC=N1 (2-Chloro-nicotinonitrile), C(C)(C)(C)OC(=O)N1CCNCC1 (piperazine-1-carboxylic acid tert-butyl ester), C(O)([O-])=O.[K+] (potassium hydrogencarbonate). Solvent: CN(C=O)C (N,N-dimethylformamide). Run at temperature 90 celsius. The product is C(C)(C)(C)OC(=O)N1CCN(CC1)C1=NC=CC=C1C#N (4-(3-Cyano-pyridin-2-yl)-piperazine-1-carboxylic acid tert-butyl ester). As a reaction SMILES: Cl[C:2]1[N:9]=[CH:8][CH:7]=[CH:6][C:3]=1[C:4]#[N:5].[C:10]([O:14][C:15]([N:17]1[CH2:22][CH2:21][NH:20][CH2:19][CH2:18]1)=[O:16])([CH3:13])([CH3:12])[CH3:11].C(=O)([O-])O.[K+]>CN(C)C=O>[C:10]([O:14][C:15]([N:17]1[CH2:22][CH2:21][N:20]([C:2]2[C:3]([C:4]#[N:5])=[CH:6][CH:7]=[CH:8][N:9]=2)[CH2:19][CH2:18]1)=[O:16])([CH3:13])([CH3:11])[CH3:12] |f:2.3|. Reported procedure: 2-Chloro-nicotinonitrile (2.04 g, 14.7 mmol) was added to a mixture of piperazine-1-carboxylic acid tert-butyl ester (2.74 g, 14.7 mmol) and potassium hydrogencarbonate (1.77 g, 17.6 mmol) in N,N-dimethylformamide (45 mL). The mixture was heated at 90° C. overnight. The solvent was removed and residue was partitioned between ethyl acetate and water. The organic layer was washed with water and brine then dried over magnesium sulfate and filtered. The solvent was removed to give the titled compoun... Reactants: Cc1cc(OC(C)C)c(N)cc1Br, CS(=O)(=O)O, CC(C)O, Cc1cnc(Cl)nc1Nc1ccccc1S(=O)(=O)C(C)C. The product is Cc1cc(OC(C)C)c(Nc2ncc(C)c(Nc3ccccc3S(=O)(=O)C(C)C)n2)cc1Br. As a reaction SMILES: [Br:1][c:2]1[c:3]([CH3:13])[cH:4][c:5]([O:9][CH:10]([CH3:11])[CH3:12])[c:6]([NH2:8])[cH:7]1.[CH3:35][S:36](=[O:37])(=[O:38])[OH:39].[CH3:40][CH:41]([OH:42])[CH3:43].[Cl:14][c:15]1[n:16][cH:17][c:18]([CH3:34])[c:19]([NH:21][c:22]2[c:23]([S:28](=[O:29])(=[O:30])[CH:31]([CH3:32])[CH3:33])[cH:24][cH:25][cH:26][cH:27]2)[n:20]1>>[Br:1][c:2]1[c:3]([CH3:13])[cH:4][c:5]([O:9][CH:10]([CH3:11])[CH3:12])[c:6]([NH:8][c:15]2[n:16][cH:17][c:18]([CH3:34])[c:19]([NH:21][c:22]3[c:23]([S:28](=[O:29])(=[O:30])[CH:31]([CH3:32])[CH3:33])[cH:24][cH:25][cH:26][cH:27]3)[n:20]2)[cH:7]1. The reactants are CCO, Cl, CCOCc1nc2c(N)nc3cc(OCCCNC(=O)OC(C)(C)C)ccc3c2n1NC(C)C, [Na+], [OH-], O. Product: CCOCc1nc2c(N)nc3cc(OCCCN)ccc3c2n1NC(C)C. Reaction SMILES: [CH3:38][CH2:39][OH:40].[ClH:35].[NH2:1][c:2]1[n:3][c:4]2[cH:5][c:6]([O:23][CH2:24][CH2:25][CH2:26][NH:27][C:28](=[O:29])[O:30][C:31]([CH3:32])([CH3:33])[CH3:34])[cH:7][cH:8][c:9]2[c:10]2[c:11]1[n:12][c:13]([CH2:19][O:20][CH2:21][CH3:22])[n:14]2[NH:15][CH:16]([CH3:17])[CH3:18].[Na+:37].[OH-:36].[OH2:41]>>[NH2:1][c:2]1[n:3][c:4]2[cH:5][c:6]([O:23][CH2:24][CH2:25][CH2:26][NH2:27])[cH:7][cH:8][c:9]2[c:10]2[c:11]1[n:12][c:13]([CH2:19][O:20][CH2:21][CH3:22])[n:14]2[NH:15][CH:16]([CH3:17])[CH3:18]. Starting materials: O (Water), C([O-])([O-])=O.[K+].[K+] (potassium carbonate), BrCCCCCCCC (1-bromooctane), C(C)(C)(C)OC(NC(CCC1=CC(=C(C=C1)O)C(F)(F)F)(CO)CO)=O ([1,1-bis(hydroxymethyl)-3-(4-hydroxy-3-trifluoromethylphenyl)propyl]carbamic Acid t-butyl Ester). The solvent is CN(C=O)C (N,N-dimethylformamide). Run at temperature 80 celsius, time 6 hour. The product is C(C)(C)(C)OC(NC(CCC1=CC(=C(C=C1)OCCCCCCCC)C(F)(F)F)(CO)CO)=O ([1,1-bis(hydroxymethyl)-3-(4-octyloxy-3-trifluoromethylphenyl)propyl]carbamic Acid t-butyl Ester). RXN SMILES: [C:1]([O:5][C:6](=[O:26])[NH:7][C:8]([CH2:24][OH:25])([CH2:22][OH:23])[CH2:9][CH2:10][C:11]1[CH:16]=[CH:15][C:14]([OH:17])=[C:13]([C:18]([F:21])([F:20])[F:19])[CH:12]=1)([CH3:4])([CH3:3])[CH3:2].C(=O)([O-])[O-].[K+].[K+].Br[CH2:34][CH2:35][CH2:36][CH2:37][CH2:38][CH2:39][CH2:40][CH3:41].O>CN(C)C=O>[C:1]([O:5][C:6](=[O:26])[NH:7][C:8]([CH2:22][OH:23])([CH2:24][OH:25])[CH2:9][CH2:10][C:11]1[CH:16]=[CH:15][C:14]([O:17][CH2:34][CH2:35][CH2:36][CH2:37][CH2:38][CH2:39][CH2:40][CH3:41])=[C:13]([C:18]([F:20])([F:19])[F:21])[CH:12]=1)([CH3:4])([CH3:2])[CH3:3] |f:1.2.3|. Procedure: Compound 9-6 (360 mg) was dissolved in N,N-dimethylformamide (10 ml), potassium carbonate (263 mg) and 1-bromooctane (0.198 ml) were added, and the mixture was stirred at 80° C. for 6 hr. Water was added to the reaction mixture, and the mixture was extracted with ethyl acetate, washed with water and saturated brine, and dried over anhydrous magnesium sulfate. The solvent was evaporated under reduced pressure to give the object product (490 mg) as a colorless oil. Reactants: [N+](=O)([O-])C=1NC=CN1 (2-nitroimidazole), O1CCC=C1 (2,3-dihydrofuran), C1(=CC=C(C=C1)S(=O)(=O)O)C (p-toluenesulfonic acid). Solvent: C(C)#N (acetonitrile). The product is O1C(CCC1)N1C(=NC=C1)[N+](=O)[O-] (1-(Tetrahydro-2-furanyl)-2-nitroimidazole). Yield: 75.3%. Reaction SMILES: [N+:1]([C:4]1[NH:5][CH:6]=[CH:7][N:8]=1)([O-:3])=[O:2].[O:9]1[CH:13]=[CH:12][CH2:11][CH2:10]1.C1(C)C=CC(S(O)(=O)=O)=CC=1>C(#N)C>[O:9]1[CH2:13][CH2:12][CH2:11][CH:10]1[N:5]1[CH:6]=[CH:7][N:8]=[C:4]1[N+:1]([O-:3])=[O:2]. Procedure details: A suspension of 0.338 g (3.0 mmol) of 2-nitroimidazole and 0.7 ml of 2,3-dihydrofuran in 35 ml of acetonitrile was stirred at 35°-45° C. in the presence of 5 mg of p-toluenesulfonic acid for 2 hr. under nitrogen and then evaporated. The residue was dissolved in chloroform, filtered, and evaporated to yield a syrup which was purified by preparative TLC with ethyl acetate-benzene (1:1) to provide 0.41 g (75.3%) of the title compound, mp 91° C. Starting materials: C1CCOC1, CO, COC(=O)c1ccc(-c2ccccc2)n1C, Cl, [Li+], [OH-]. The product is Cn1c(C(=O)O)ccc1-c1ccccc1. As a reaction SMILES: [CH2:22]1[O:23][CH2:24][CH2:25][CH2:26]1.[CH3:19][OH:20].[CH3:3][n:4]1[c:5]([C:15](=[O:16])[O:17][CH3:18])[cH:6][cH:7][c:8]1-[c:9]1[cH:10][cH:11][cH:12][cH:13][cH:14]1.[ClH:21].[Li+:1].[OH-:2]>>[CH3:3][n:4]1[c:5]([C:15](=[O:16])[OH:17])[cH:6][cH:7][c:8]1-[c:9]1[cH:10][cH:11][cH:12][cH:13][cH:14]1. As a reaction SMILES: Cl[S:2]([C:5]1[CH:10]=[CH:9][C:8]([F:11])=[CH:7][C:6]=1[CH2:12][C:13]([O:15][CH3:16])=[O:14])(=[O:4])=[O:3].[NH2:17][C:18]1[C:27]([C:28]([O:30][CH3:31])=[O:29])=[C:26]2[C:21]([CH:22]3[CH2:32][CH:23]3[CH2:24][O:25]2)=[CH:20][CH:19]=1>N1C=CC=CC=1.C(Cl)Cl>[F:11][C:8]1[CH:9]=[CH:10][C:5]([S:2]([NH:17][C:18]2[C:27]([C:28]([O:30][CH3:31])=[O:29])=[C:26]3[C:21]([CH:22]4[CH2:32][CH:23]4[CH2:24][O:25]3)=[CH:20][CH:19]=2)(=[O:4])=[O:3])=[C:6]([CH2:12][C:13]([O:15][CH3:16])=[O:14])[CH:7]=1. Reactants: ClS(=O)(=O)C1=C(C=C(C=C1)F)CC(=O)OC (methyl (2-chlorosulfonyl-5-fluorophenyl)acetate), ClS(=O)(=O)C1=C(C=C(C=C1)F)CC(=O)OC (methyl (2-chlorosulfonyl-5-fluorophenyl)acetate), NC1=CC=C2C3C(COC2=C1C(=O)OC)C3 (Methyl (1aRS,7bSR)-5-amino-1,1a,2,7b-tetrahydrocyclopropa[c]chromene-4-carboxylate), NC1=CC=C2C3C(COC2=C1C(=O)OC)C3 (Methyl (1aRS,7bSR)-5-amino-1,1a,2,7b-tetrahydrocyclopropa[c]chromene-4-carboxylate). The product is FC1=CC(=C(C=C1)S(=O)(=O)NC1=CC=C2C3C(COC2=C1C(=O)OC)C3)CC(=O)OC (methyl (1aRS,7bSR)-5-[4-fluoro-2-(methoxycarbonylmethyl)-benzenesulfonylamino]-1,1a,2,7b-tetrahydrocyclopropa[c]chromene-4-carboxylate). The yield is 97.6%. Reported procedure: A solution of methyl (2-chlorosulfonyl-5-fluorophenyl)acetate (Intermediate 85, 0.293 g) and methyl (1aRS,7bSR)-5-amino-1,1a,2,7b-tetrahydro-cyclopropa[c]chromene-4-carboxylate (Intermediate 42, 0.219 g) in pyridine (1 mL) and DCM (3 mL) was left to stand at room temperature for 4 days. The mixture was diluted with DCM, washed with 2M hydrochloric acid and filtered through a phase separator. The filtrate was concentrated in vacuo and the residue was purified by chromatography on silica, eluting ... Reaction conditions: time 4 day. Run in N1=CC=CC=C1 (pyridine), C(Cl)Cl (DCM), C(Cl)Cl (DCM).